From a dataset of the Open Reaction Database (ORD), a public repository of structured organic reaction records. describe an organic reaction: reactants, conditions, products, and yield The reactants are CNC(C)=O (N-methylacetamide), Cl (HCl), Cl (HCl), [N-](C#N)C#N.[Na+] (sodium dicyanamide), C(=O)(Cl)Cl (phosgene), Cl (HCl). Solvent: C1(=CC=CC=C1)C (toluene), C1(=CC=CC=C1)C (toluene). Run at temperature 10 celsius. Yields the product ClC1=NC(=NC(=N1)Cl)C (2,4-dichloro-6-methyl-1,3,5-triazine), needles. Yield: 35.0%. Reaction SMILES: [CH3:1][NH:2][C:3](=O)[CH3:4].C(Cl)([Cl:8])=O.[ClH:10].[N-:11](C#N)[C:12]#[N:13].[Na+]>C1(C)C=CC=CC=1>[Cl:10][C:1]1[N:13]=[C:12]([Cl:8])[N:11]=[C:3]([CH3:4])[N:2]=1 |f:3.4|. Procedure: In a 2 l flask equipped with a mechanical stirrer, a dry ice condenser, a thermometer and a gas inlet was charged 700 ml of toluene and 50 g of N-methylacetamide. It was cooled to 10° C. and then was charged 60 g of phosgene at 10°-20° C. Afterwards, 30 g of HCl gas was introduced. Then, 50 g of sodium dicyanamide was charged in one portion and the HCl charge continued until 56 g of total HCl was introduced. The reaction mass was heated to 65° C. for 2 hours. After cooling to 20° C., the reactio... Starting materials: BrC1=C2C(C(NC2=CC=C1)=O)=O (4-bromoisatin), BrCCC1CC1 ((2-bromoethyl)cyclopropane), 2A, N1C(=O)C(=O)C2=CC=CC=C12 (isatin), BrCC(=O)OCC (ethyl bromoacetate). Yields the product BrC1=C2C(C(N(C2=CC=C1)CC(=O)OCC)=O)=O (ethyl (4-bromo-2,3-dioxo-2,3-dihydro-1H-indol-1-yl)acetate), solid. The yield is 68.0%. Reaction SMILES: N1C2C(=CC=CC=2)C(=O)C1=O.[Br:12][C:13]1[CH:21]=[CH:20][CH:19]=[C:18]2[C:14]=1[C:15](=[O:23])[C:16](=[O:22])[NH:17]2.BrCCC1CC1.Br[CH2:31][C:32]([O:34][CH2:35][CH3:36])=[O:33]>>[Br:12][C:13]1[CH:21]=[CH:20][CH:19]=[C:18]2[C:14]=1[C:15](=[O:23])[C:16](=[O:22])[N:17]2[CH2:31][C:32]([O:34][CH2:35][CH3:36])=[O:33]. Procedure: Following the procedure as described in PREPARATION 2A, and making non-critical variations to replace isatin with 4-bromoisatin and (2-bromoethyl)cyclopropane with ethyl bromoacetate, the title compound was obtained as a yellow solid (68%): 1H NMR (300 MHz, CDCl3) δ 7.39 (t, 1H), 7.27(dd, 1H), 6.71 (dd, 1H), 4.47 (s, 2H), 4.23 (q, 2H), 1.27 (t, 3H); MS (ES+) m/z 312 (M+1), 314 (M+1), 334 (M+23) 336 (M+23). Starting materials: [OH-].[Na+] (NaOH), BrC1=C2C=CNC2=CC=C1 (4-bromo-1H-indole), CC1=C(C=CC=C1)S(=O)(=O)Cl (2-methylbenzenesulfonyl chloride). Reagents/catalysts: S(=O)(=O)(O)[O-].C(CCC)[N+](CCCC)(CCCC)CCCC (tetrabutylammonium hydrogen sulfate). Solvent: C(Cl)Cl (DCM), C(Cl)Cl (DCM), O (water). Conditions: time 8 hour. Yields the product BrC1=C2C=CN(C2=CC=C1)S(=O)(=O)C1=C(C=CC=C1)C (4-Bromo-1-[(2-methylphenyl)sulfonyl]-1H-indole). The yield is 53.9%. Reaction SMILES: [OH-].[Na+].[Br:3][C:4]1[CH:12]=[CH:11][CH:10]=[C:9]2[C:5]=1[CH:6]=[CH:7][NH:8]2.[CH3:13][C:14]1[CH:19]=[CH:18][CH:17]=[CH:16][C:15]=1[S:20](Cl)(=[O:22])=[O:21]>S([O-])(O)(=O)=O.C([N+](CCCC)(CCCC)CCCC)CCC.C(Cl)Cl.O>[Br:3][C:4]1[CH:12]=[CH:11][CH:10]=[C:9]2[C:5]=1[CH:6]=[CH:7][N:8]2[S:20]([C:15]1[CH:16]=[CH:17][CH:18]=[CH:19][C:14]=1[CH3:13])(=[O:22])=[O:21] |f:0.1,4.5|. Procedure details: Aq. 2.5 M NaOH (5 mL) was added to a stirring mixture of 4-bromo-1H-indole (1000 mg, 5.3 mmol), 2-methylbenzenesulfonyl chloride (1100 mg, 5.6 mmol) and tetrabutylammonium hydrogen sulfate (173 mg, 0.5 mmol) in DCM (10 mL). The reaction mixture was stirred at ambient temperature overnight. The mixture was diluted with DCM and water and the layers were separated. DCM was washed with water 2 times, dried (MgSO2) and concentrated to give 1.6 g of crude material that was purified using flash chromat... Starting materials: [BH3-]C#N, CCN(c1ncccc1N)C1CCN(Cc2ccccc2)CC1, CO, CCC=O, [Na+], [Na+], [OH-]. The product is CCCNc1cccnc1N(CC)C1CCN(Cc2ccccc2)CC1. RXN SMILES: [C:28]([BH3-:29])#[N:30].[CH2:1]([c:2]1[cH:3][cH:4][cH:5][cH:6][cH:7]1)[N:8]1[CH2:9][CH2:10][CH:11]([N:14]([c:15]2[n:16][cH:17][cH:18][cH:19][c:20]2[NH2:21])[CH2:22][CH3:23])[CH2:12][CH2:13]1.[CH3:34][OH:35].[CH:24]([CH2:25][CH3:26])=[O:27].[Na+:31].[Na+:33].[OH-:32]>>[CH2:1]([c:2]1[cH:3][cH:4][cH:5][cH:6][cH:7]1)[N:8]1[CH2:9][CH2:10][CH:11]([N:14]([c:15]2[n:16][cH:17][cH:18][cH:19][c:20]2[NH:21][CH2:24][CH2:25][CH3:26])[CH2:22][CH3:23])[CH2:12][CH2:13]1. The reactants are CN(S(=O)(=O)C=1C=C(C(=O)N(C=2C=NC=CC2C=2C(=NC=CC2)OC)CC(=O)OC)C=C(C1)C(F)(F)F)C (Methyl 2-(3-(N,N-dimethylsulfamoyl)-N-(2-methoxy-3,4′-bipyridin-3′-yl)-5-(trifluoromethyl)benzamido)acetate), FC(C=1C=C(C(=O)O)C=C(N1)C(F)(F)F)(F)F (2,6-bis(trifluoromethyl)isonicotinic acid). The product is COC1=NC=CC=C1C1=C(C=NC=C1)N(C(C1=CC(=NC(=C1)C(F)(F)F)C(F)(F)F)=O)CC(=O)OC (Methyl 2-(N-(2-methoxy-3,4′-bipyridin-3′-yl)-2,6-bis(trifluoromethyl)isonicotinamido)acetate). As a reaction SMILES: CN(C)S(C1C=C(C=C(C(F)(F)F)C=1)C([N:11]([CH2:26][C:27]([O:29][CH3:30])=[O:28])[C:12]1[CH:13]=[N:14][CH:15]=[CH:16][C:17]=1[C:18]1[C:19]([O:24][CH3:25])=[N:20][CH:21]=[CH:22][CH:23]=1)=O)(=O)=O.[F:39][C:40]([F:55])([F:54])[C:41]1[CH:42]=[C:43]([CH:47]=[C:48]([C:50]([F:53])([F:52])[F:51])[N:49]=1)[C:44]([OH:46])=O>>[CH3:25][O:24][C:19]1[C:18]([C:17]2[CH:16]=[CH:15][N:14]=[CH:13][C:12]=2[N:11]([CH2:26][C:27]([O:29][CH3:30])=[O:28])[C:44](=[O:46])[C:43]2[CH:47]=[C:48]([C:50]([F:53])([F:52])[F:51])[N:49]=[C:41]([C:40]([F:39])([F:55])[F:54])[CH:42]=2)=[CH:23][CH:22]=[CH:21][N:20]=1. Procedure: The title compound was prepared in analogy to example 90, from (2-methoxy-[3,4′]bipyridinyl-3′-ylamino)-acetic acid methyl ester (example 178, intermediate) and 2,6-bis(trifluoromethyl)isonicotinic acid (Key Organics Ltd.) after a reaction time of 48 hours. The compound was purified by silica gel chromatography using a MPLC system (CombiFlash Companion, Isco Inc.) eluting with a gradient of n-heptane:EtOAc (100:0 to 20:80). Light yellow solid (55%). MS (ESI): m/z=515.114 [M+H]+. The reactants are CC1(OB(OC1(C)C)C=1C=C(CN(CCN(C(OC(C)(C)C)=O)C)C(=O)OC(C)(C)C)C=CC1)C (tert-butyl 2-[((3-(4,4,5,5-tetramethyl-1,3,2-dioxaborolan-2-yl)benzyl)-(tert-butoxycarbonyl)amino)]ethyl(methyl)carbamate), BrC1=CC2=C(NC(=N2)C2=C(C=CC=C2)OC)C(=C1)C (5-bromo-2-(2-methoxyphenyl)-7-methyl-1H-benzo[d]imidazole), C([O-])([O-])=O.[Na+].[Na+] (sodium carbonate). Reagents/catalysts: C=1C=CC(=CC1)[P](C=2C=CC=CC2)(C=3C=CC=CC3)[Pd]([P](C=4C=CC=CC4)(C=5C=CC=CC5)C=6C=CC=CC6)([P](C=7C=CC=CC7)(C=8C=CC=CC8)C=9C=CC=CC9)[P](C=1C=CC=CC1)(C=1C=CC=CC1)C=1C=CC=CC1 (Pd(Ph3P)4). Solvent: COCCOC (DME), O (water). Run at temperature 80 celsius. The product is COC1=C(C=CC=C1)C1=NC2=C(N1)C(=CC(=C2)C=2C=C(CN(C(OC(C)(C)C)=O)CCNCC(=O)OC(C)(C)C)C=CC2)C (tert-butyl 3-(2-(2-methoxyphenyl)-7-methyl-1H-benzo[d]imidazol-5-yl)benzyl(2-((tert-butoxycarbonyl)methylamino)ethyl)carbamate). Yield: 97.0%. As a reaction SMILES: CC1(C)C(C)(C)OB([C:9]2[CH:10]=[C:11]([CH:32]=[CH:33][CH:34]=2)[CH2:12][N:13]([C:25]([O:27][C:28]([CH3:31])([CH3:30])[CH3:29])=[O:26])[CH2:14][CH2:15][N:16]([CH3:24])C(=O)OC(C)(C)C)O1.Br[C:37]1[CH:53]=[C:52]([CH3:54])[C:40]2[NH:41][C:42]([C:44]3[CH:49]=[CH:48][CH:47]=[CH:46][C:45]=3[O:50][CH3:51])=[N:43][C:39]=2[CH:38]=1.[C:55](=[O:58])([O-])[O-:56].[Na+].[Na+]>COCCOC.O.C1C=CC([P]([Pd]([P](C2C=CC=CC=2)(C2C=CC=CC=2)C2C=CC=CC=2)([P](C2C=CC=CC=2)(C2C=CC=CC=2)C2C=CC=CC=2)[P](C2C=CC=CC=2)(C2C=CC=CC=2)C2C=CC=CC=2)(C2C=CC=CC=2)C2C=CC=CC=2)=CC=1>[CH3:51][O:50][C:45]1[CH:46]=[CH:47][CH:48]=[CH:49][C:44]=1[C:42]1[NH:41][C:40]2[C:52]([CH3:54])=[CH:53][C:37]([C:9]3[CH:10]=[C:11]([CH:32]=[CH:33][CH:34]=3)[CH2:12][N:13]([CH2:14][CH2:15][NH:16][CH2:24][C:55]([O:56][C:11]([CH3:32])([CH3:12])[CH3:10])=[O:58])[C:25](=[O:26])[O:27][C:28]([CH3:29])([CH3:30])[CH3:31])=[CH:38][C:39]=2[N:43]=1 |f:2.3.4,^1:71,73,92,111|. Reported procedure: To a solution of 158 (0.165 g, 0.336 mmol) in DME (1.5 mL) and water (0.5 mL) was added 159 (0.107 g, 0.336 mmol), sodium carbonate (0.107 g, 1.009 mmol) followed by Pd(Ph3P)4 (0.025 g, 0.022 mmol). The reaction mixture was degassed with nitrogen and heated to 80° C. for 16 hours. After the usual work-up the crude material was purified by silica gel chromatography (Biotage 25M, 20 to 30 to 50% ethyl acetate in hexanes) to give 160 (97.7 mg, 0.163 mmol, 48.3% yield) as yellow crusty solid. LRMS (... The reactants are O=C([O-])[O-], COC(=O)C=Cc1ccc2c(c1)C(=O)CC1(CCN(C(=O)OC(C)(C)C)CC1)O2, [Na+], [Na+], O=Cc1ccc2ccccc2n1. Product: COC(=O)C=Cc1ccc2c(c1)C(=O)CC1(CCN(Cc3ccc4ccccc4n3)CC1)O2. RXN SMILES: [C:42](=[O:43])([O-:44])[O-:45].[CH3:1][O:2][C:3]([CH:4]=[CH:5][c:6]1[cH:7][c:8]2[c:13]([cH:14][cH:15]1)[O:12][C:11]1([CH2:10][C:9]2=[O:28])[CH2:16][CH2:17][N:18]([C:21]([O:22][C:23]([CH3:24])([CH3:25])[CH3:26])=[O:27])[CH2:19][CH2:20]1)=[O:29].[Na+:46].[Na+:47].[n:30]1[c:31]([CH:40]=[O:41])[cH:32][cH:33][c:34]2[cH:35][cH:36][cH:37][cH:38][c:39]12>>[CH3:1][O:2][C:3]([CH:4]=[CH:5][c:6]1[cH:7][c:8]2[c:13]([cH:14][cH:15]1)[O:12][C:11]1([CH2:10][C:9]2=[O:28])[CH2:16][CH2:17][N:18]([CH2:21][c:31]2[n:30][c:39]3[c:34]([cH:33][cH:32]2)[cH:35][cH:36][cH:37][cH:38]3)[CH2:19][CH2:20]1)=[O:29]. The product is COc1cc2c(Cl)ccnc2cc1O. Reaction SMILES: [CH2:1]([c:2]1[cH:3][cH:4][cH:5][cH:6][cH:7]1)[O:8][c:9]1[c:10]([O:20][CH3:21])[cH:11][c:12]2[c:13]([Cl:19])[cH:14][cH:15][n:16][c:17]2[cH:18]1.[CH3:22][S:23]([OH:24])(=[O:25])=[O:26].[F:27][C:28]([F:29])([F:30])[C:31]([OH:32])=[O:33]>>[OH:8][c:9]1[c:10]([O:20][CH3:21])[cH:11][c:12]2[c:13]([Cl:19])[cH:14][cH:15][n:16][c:17]2[cH:18]1. The reactants are COc1cc2c(Cl)ccnc2cc1OCc1ccccc1, CS(=O)(=O)O, O=C(O)C(F)(F)F. Reported procedure: A suspension of 1-(4-methoxy-benzyl)-2,2-dimethyl-4-(5-nitro-pyridin-2-ylmethyl)-piperazine (Step 112.2) (0.640 g, 1.72 mmol) and Raney Nickel (0.150 g) in MeOH/THF (1:1, v/v; 50 mL) was stirred for 20 h at rt, under a hydrogen atmosphere. The mixture was filtered through a pad of celite and the filtrate was concentrated. The residue was purified by silica gel column chromatography (DCM/NH3aq, 99:1→DCM/MeOH/NH3aq, 97:2:1) to afford 455 mg of the title compound as a yellow foam. Title compound: E... Reaction conditions: time 20 hour. RXN SMILES: [CH3:1][O:2][C:3]1[CH:27]=[CH:26][C:6]([CH2:7][N:8]2[CH2:13][CH2:12][N:11]([CH2:14][C:15]3[CH:20]=[CH:19][C:18]([N+:21]([O-])=O)=[CH:17][N:16]=3)[CH2:10][C:9]2([CH3:25])[CH3:24])=[CH:5][CH:4]=1>[Ni].CO.C1COCC1>[CH3:1][O:2][C:3]1[CH:4]=[CH:5][C:6]([CH2:7][N:8]2[CH2:13][CH2:12][N:11]([CH2:14][C:15]3[N:16]=[CH:17][C:18]([NH2:21])=[CH:19][CH:20]=3)[CH2:10][C:9]2([CH3:25])[CH3:24])=[CH:26][CH:27]=1 |f:2.3|. Isolated yield 77.7%. Solvent: CO.C1CCOC1 (MeOH THF). Yields the product COC1=CC=C(CN2C(CN(CC2)CC2=CC=C(C=N2)N)(C)C)C=C1 (6-[4-(4-Methoxy-benzyl)-3,3-dimethyl-piperazin-1-ylmethyl]-pyridin-3-ylamine). The reagents and catalysts are [Ni] (Raney Nickel). The reactants are COC1=CC=C(CN2C(CN(CC2)CC2=NC=C(C=C2)[N+](=O)[O-])(C)C)C=C1 (1-(4-methoxy-benzyl)-2,2-dimethyl-4-(5-nitro-pyridin-2-ylmethyl)-piperazine). Reactants: C(C)(=O)N1CCC2=C(C(C1)C1=CC=CC=C1)C=C(C(=C2)S(=O)(=O)Cl)OC (3-Acetyl-7-chlorosulfonyl-8-methoxy-1-phenyl-2,3,4,5-tetrahydro-1H-3-benzazepine), [OH-].[NH4+] (ammonium hydroxide). The solvent is C(Cl)Cl (methylene chloride). The product is C(C)(=O)N1CCC2=C(C(C1)C1=CC=CC=C1)C=C(C(=C2)S(N)(=O)=O)OC (3-acetyl-8-methoxy-1-phenyl-7-sulfamoyl-2,3,4,5-tetrahydro-1H-3-benzazepine). Reaction SMILES: [C:1]([N:4]1[CH2:10][CH:9]([C:11]2[CH:16]=[CH:15][CH:14]=[CH:13][CH:12]=2)[C:8]2[CH:17]=[C:18]([O:25][CH3:26])[C:19]([S:21](Cl)(=[O:23])=[O:22])=[CH:20][C:7]=2[CH2:6][CH2:5]1)(=[O:3])[CH3:2].[OH-].[NH4+:28]>C(Cl)Cl>[C:1]([N:4]1[CH2:10][CH:9]([C:11]2[CH:16]=[CH:15][CH:14]=[CH:13][CH:12]=2)[C:8]2[CH:17]=[C:18]([O:25][CH3:26])[C:19]([S:21](=[O:23])(=[O:22])[NH2:28])=[CH:20][C:7]=2[CH2:6][CH2:5]1)(=[O:3])[CH3:2] |f:1.2|. Procedure details: 3-Acetyl-7-chlorosulfonyl-8-methoxy-1-phenyl-2,3,4,5-tetrahydro-1H-3-benzazepine (3.9 g, 0.01 m) is dissolved in methylene chloride (50 ml) and added to concentrated ammonium hydroxide (15 ml), then stirred and filtered to give 3-acetyl-8-methoxy-1-phenyl-7-sulfamoyl-2,3,4,5-tetrahydro-1H-3-benzazepine.